This data is from the Open Reaction Database (ORD), a public repository of structured organic reaction records. The task is: describe an organic reaction: reactants, conditions, products, and yield Reactants: OC1=CC=C(C(=O)OCCC)C=C1 (propyl p-hydroxybenzoate), C(CCC(=O)Cl)(=O)Cl (succinic acid dichloride). Yields the product C(CC)OC(=O)C1=CC=C(C=C1)OC(CCC(=O)OC1=CC=C(C=C1)C(=O)OCCC)=O (di(p-propyloxycarbonylphenyl)succinate). As a reaction SMILES: [OH:1][C:2]1[CH:13]=[CH:12][C:5]([C:6]([O:8][CH2:9][CH2:10][CH3:11])=[O:7])=[CH:4][CH:3]=1.[C:14](Cl)(=[O:20])[CH2:15][CH2:16][C:17](Cl)=[O:18]>>[CH2:9]([O:8][C:6]([C:5]1[CH:4]=[CH:3][C:2]([O:1][C:14](=[O:20])[CH2:15][CH2:16][C:17]([O:1][C:2]2[CH:3]=[CH:4][C:5]([C:6]([O:8][CH2:9][CH2:10][CH3:11])=[O:7])=[CH:12][CH:13]=2)=[O:18])=[CH:13][CH:12]=1)=[O:7])[CH2:10][CH3:11]. Procedure: A similar procedure to Example 1 is carried out by using 7.8 g of propyl p-hydroxybenzoate and 18 g of succinic acid dichloride to yield di(p-propyloxycarbonylphenyl)succinate, m.p 122°-123.5° C., as white crystals. Reactants: COC(=O)c1ccc(CBr)cc1, [Cl-], [H-], [NH4+], [Na+], CN(C)C=O, c1ccc2[nH]nnc2c1. Product: COC(=O)c1ccc(Cn2nnc3ccccc32)cc1. RXN SMILES: [Br:10][CH2:11][c:12]1[cH:13][cH:14][c:15]([C:16](=[O:17])[O:18][CH3:19])[cH:20][cH:21]1.[Cl-:29].[H-:23].[NH4+:30].[Na+:22].[O:24]=[CH:25][N:26]([CH3:27])[CH3:28].[nH:1]1[n:2][n:3][c:4]2[c:5]1[cH:6][cH:7][cH:8][cH:9]2>>[n:1]1([CH2:11][c:12]2[cH:13][cH:14][c:15]([C:16](=[O:17])[O:18][CH3:19])[cH:20][cH:21]2)[n:2][n:3][c:4]2[c:5]1[cH:6][cH:7][cH:8][cH:9]2.